Dataset: the Open Reaction Database (ORD), a public repository of structured organic reaction records. Task: describe an organic reaction: reactants, conditions, products, and yield The reactants are COc1ccc(-c2cc(CCC=O)nn2-c2ccccc2)cc1, Cc1cccc(N2CCNCC2C)c1, CCN(C(C)C)C(C)C. The product is COc1ccc(-c2cc(CCCN3CCN(c4cccc(C)c4)C(C)C3)nn2-c2ccccc2)cc1. Reaction SMILES: [CH3:1][O:2][c:3]1[cH:4][cH:5][c:6](-[c:9]2[cH:10][c:11]([CH2:20][CH2:21][CH:22]=[O:23])[n:12][n:13]2-[c:14]2[cH:15][cH:16][cH:17][cH:18][cH:19]2)[cH:7][cH:8]1.[CH3:24][CH:25]1[N:26]([c:31]2[cH:32][c:33]([CH3:37])[cH:34][cH:35][cH:36]2)[CH2:27][CH2:28][NH:29][CH2:30]1.[CH:38]([N:39]([CH2:40][CH3:41])[CH:42]([CH3:43])[CH3:44])([CH3:45])[CH3:46]>>[CH3:1][O:2][c:3]1[cH:4][cH:5][c:6](-[c:9]2[cH:10][c:11]([CH2:20][CH2:21][CH2:22][N:29]3[CH2:28][CH2:27][N:26]([c:31]4[cH:32][c:33]([CH3:37])[cH:34][cH:35][cH:36]4)[CH:25]([CH3:24])[CH2:30]3)[n:12][n:13]2-[c:14]2[cH:15][cH:16][cH:17][cH:18][cH:19]2)[cH:7][cH:8]1. RXN SMILES: [Br:20][CH2:21][C:22](=[O:23])[O:24][CH2:25][CH3:26].[CH3:29][CH2:30][OH:31].[ClH:1].[I-:28].[K+:27].[N+:2](=[O:3])([O-:4])[c:5]1[cH:6][cH:7][c:8]2[c:13]([cH:14]1)[CH2:12][NH:11][CH2:10][CH2:9]2.[Na+:15].[OH:16][C:17](=[O:18])[O-:19]>>[N+:2](=[O:3])([O-:4])[c:5]1[cH:6][cH:7][c:8]2[c:13]([cH:14]1)[CH2:12][N:11]([CH2:21][C:22](=[O:23])[O:24][CH2:25][CH3:26])[CH2:10][CH2:9]2. Starting materials: CCOC(=O)CBr, CCO, Cl, [I-], [K+], O=[N+]([O-])c1ccc2c(c1)CNCC2, [Na+], O=C([O-])O. Yields the product CCOC(=O)CN1CCc2ccc([N+](=O)[O-])cc2C1. The reactants are O1C(=NC=C1)C(C)NS(=O)C(C)(C)C (2-methyl-propane-2-sulfinic acid (1-oxazol-2-yl-ethyl)-amide), Cl (hydrogen chloride). Run in CO (methanol). Conditions: time 15 minute. The product is Cl.Cl.O1C(=NC=C1)C(C)N (1-oxazol-2-yl-ethylamine dihydrochloride). Yield: 114.4%. As a reaction SMILES: [O:1]1[CH:5]=[CH:4][N:3]=[C:2]1[CH:6]([NH:8]S(C(C)(C)C)=O)[CH3:7].[ClH:15]>CO>[ClH:15].[ClH:15].[O:1]1[CH:5]=[CH:4][N:3]=[C:2]1[CH:6]([NH2:8])[CH3:7] |f:3.4.5|. Procedure: In a round-bottomed flask, 2-methyl-propane-2-sulfinic acid (1-oxazol-2-yl-ethyl)-amide (449 mg, 1.97 mmol) was dissolved in methanol (3.5 ml) and hydrogen chloride (4.0 M in 1,4-dioxane, 1.0 ml, 4.0 mmol) was added dropwise. The reaction mixture was stirred at room temperature for 15 min then concentrated to give 417 mg of 1-oxazol-2-yl-ethylamine dihydrochloride as an orange waxy solid which was used without further purification. Reactants: CC(C)c1nc2c(C(=O)NCC3CCN(C(=O)OC(C)(C)C)CC3)cccc2[nH]1, ClCCl, O=C(O)C(F)(F)F. Yields the product CC(C)c1nc2c(C(=O)NCC3CCNCC3)cccc2[nH]1. As a reaction SMILES: [C:1]([O:2][C:3](=[O:4])[N:8]1[CH2:9][CH2:10][CH:11]([CH2:14][NH:15][C:16](=[O:17])[c:18]2[cH:19][cH:20][cH:21][c:22]3[nH:23][c:24]([CH:27]([CH3:28])[CH3:29])[n:25][c:26]23)[CH2:12][CH2:13]1)([CH3:5])([CH3:6])[CH3:7].[Cl:37][CH2:38][Cl:39].[OH:30][C:31]([C:32]([F:33])([F:34])[F:35])=[O:36]>>[NH:8]1[CH2:9][CH2:10][CH:11]([CH2:14][NH:15][C:16](=[O:17])[c:18]2[cH:19][cH:20][cH:21][c:22]3[nH:23][c:24]([CH:27]([CH3:28])[CH3:29])[n:25][c:26]23)[CH2:12][CH2:13]1. Starting materials: N#CC1CCC(C(=O)O)CC1, CC1OC(C)OC(C)O1, [Cl-], [Cl-], O=S(Cl)Cl, [Zn+2]. Yields the product CC(Cl)OC(=O)C1CCC(C#N)CC1. Reaction SMILES: [C:1](#[N:2])[CH:3]1[CH2:4][CH2:5][CH:6]([C:9](=[O:10])[OH:11])[CH2:7][CH2:8]1.[CH3:16][CH:17]1[O:18][CH:22]([CH3:23])[O:19][CH:20]([CH3:21])[O:24]1.[Cl-:25].[Cl-:27].[S:12]([Cl:13])([Cl:14])=[O:15].[Zn+2:26]>>[C:1](#[N:2])[CH:3]1[CH2:4][CH2:5][CH:6]([C:9](=[O:10])[O:11][CH:22]([Cl:14])[CH3:23])[CH2:7][CH2:8]1. The reactants are BrC(C(Br)(F)F)(F)F (1,2-dibromotetra-fluoroethane), CN(C)CCO (N,N-dimethylaminoethanol), ClC1=C(C(=CC=C1)F)C=1C(=NC(=CC1Cl)Cl)Cl (3-(2-chloro-6-fluorophenyl)-2,4,6-trichloropyridine), Cl (hydrochloric acid), C(CCC)[Li] (n-butyllithium). Run in O1CCCC1 (tetrahydrofuran). Conditions: temperature -78 celsius, time 1.5 hour. Product: BrC=1C(=C(C(=NC1Cl)Cl)C1=C(C=CC=C1F)Cl)Cl (5-Bromo-3-(2-chloro-6-fluorophenyl)-2,4,6-trichloropyridine). RXN SMILES: CN(CCO)C.[Cl:7][C:8]1[CH:13]=[CH:12][CH:11]=[C:10]([F:14])[C:9]=1[C:15]1[C:16]([Cl:23])=[N:17][C:18]([Cl:22])=[CH:19][C:20]=1[Cl:21].C([Li])CCC.[Br:29]C(F)(F)C(F)(F)Br.Cl>O1CCCC1>[Br:29][C:19]1[C:20]([Cl:21])=[C:15]([C:9]2[C:10]([F:14])=[CH:11][CH:12]=[CH:13][C:8]=2[Cl:7])[C:16]([Cl:23])=[N:17][C:18]=1[Cl:22]. Procedure: At room temperature, 2.0 g (22.4 mmol) of N,N-dimethylaminoethanol were added to 2.0 g (6.4 mmol) of 3-(2-chloro-6-fluorophenyl)-2,4,6-trichloropyridine (see Example Ab) dissolved in 25 ml of tetrahydrofuran, and the mixture was cooled to −78° C. 26 ml (41.9 mmol) of n-butyllithium (1.6 M in hexane) were then added dropwise, and the mixture was stirred at −75° C. to −50° C. for 1.5 h. 4.0 g (15.4 mmol) of 1,2-dibromotetra-fluoroethane were then added dropwise, and the mixture was stirred at −50°... Reactants: ClC1=NC=CC(=C1)Br (2-chloro-4-bromopyridine), C1(=CC=CC=C1)C.CCO (toluene EtOH), FC=1C=C(C=CC1C)B(O)O (3-fluoro-4-methylphenylboronic acid), C(=O)([O-])[O-].[K+].[K+] (K2CO3). Reagents/catalysts: C=1C=CC(=CC1)[P](C=2C=CC=CC2)(C=3C=CC=CC3)[Pd]([P](C=4C=CC=CC4)(C=5C=CC=CC5)C=6C=CC=CC6)([P](C=7C=CC=CC7)(C=8C=CC=CC8)C=9C=CC=CC9)[P](C=1C=CC=CC1)(C=1C=CC=CC1)C=1C=CC=CC1 (Pd(PPh3)4). Run in O (water). Conditions: time 5 minute. The product is ClC1=NC=CC(=C1)C1=CC(=C(C=C1)C)F (2-chloro-4-(3-fluoro-4-methyl-phenyl)-pyridine). As a reaction SMILES: [Cl:1][C:2]1[CH:7]=[C:6](Br)[CH:5]=[CH:4][N:3]=1.C1(C)C=CC=CC=1.CCO.[F:19][C:20]1[CH:21]=[C:22](B(O)O)[CH:23]=[CH:24][C:25]=1[CH3:26].C([O-])([O-])=O.[K+].[K+]>C1C=CC([P]([Pd]([P](C2C=CC=CC=2)(C2C=CC=CC=2)C2C=CC=CC=2)([P](C2C=CC=CC=2)(C2C=CC=CC=2)C2C=CC=CC=2)[P](C2C=CC=CC=2)(C2C=CC=CC=2)C2C=CC=CC=2)(C2C=CC=CC=2)C2C=CC=CC=2)=CC=1.O>[Cl:1][C:2]1[CH:7]=[C:6]([C:22]2[CH:23]=[CH:24][C:25]([CH3:26])=[C:20]([F:19])[CH:21]=2)[CH:5]=[CH:4][N:3]=1 |f:1.2,4.5.6,^1:39,41,60,79|. Reported procedure: To a vial was added 2-chloro-4-bromopyridine (96 mg, 0.5 mmol), Pd(PPh3)4 (30 mg), and toluene/EtOH (4:1, 3 mL). After stirring at room temperature for 5 min, 3-fluoro-4-methylphenylboronic acid (115 mg, 0.75 mmol) and 2 M aqueous K2CO3 (1 mL) were added, and the resulting mixture was heated at 90° C. for 16 h. The resulting mixture was poured into water and extracted with EtOAc. The organic layer was dried and concentrated, and the residue was purified by preparative TLC (hexanes/EtOAc) to yiel...